From a dataset of the Open Reaction Database (ORD), a public repository of structured organic reaction records. describe an organic reaction: reactants, conditions, products, and yield Yields the product CCOC(=O)c1c(-c2ccc(-c3ccccc3C#N)cc2)c(C#N)nn1C. Reaction SMILES: [C:1](#[N:2])[c:3]1[c:4](-[c:9]2[cH:10][cH:11][c:12](-[c:15]3[c:16]([C:21]#[N:22])[n:17][n:18]([CH3:20])[cH:19]3)[cH:13][cH:14]2)[cH:5][cH:6][cH:7][cH:8]1.[CH2:23]([Li:24])[CH2:25][CH2:26][CH3:27].[CH2:34]1[O:35][CH2:36][CH2:37][CH2:38]1.[Cl:28][C:29](=[O:30])[O:31][CH2:32][CH3:33]>>[C:1](#[N:2])[c:3]1[c:4](-[c:9]2[cH:10][cH:11][c:12](-[c:15]3[c:16]([C:21]#[N:22])[n:17][n:18]([CH3:20])[c:19]3[C:29](=[O:30])[O:31][CH2:32][CH3:33])[cH:13][cH:14]2)[cH:5][cH:6][cH:7][cH:8]1. The reactants are Cn1cc(-c2ccc(-c3ccccc3C#N)cc2)c(C#N)n1, [Li]CCCC, C1CCOC1, CCOC(=O)Cl.